Dataset: the Open Reaction Database (ORD), a public repository of structured organic reaction records. Task: describe an organic reaction: reactants, conditions, products, and yield The reactants are S1CNCC1 (Thiazolidine), C(=O)(OC(C)(C)C)NCC(=O)O (Boc-glycine). The product is C(C)(C)(C)OC(NCC(N1CSCC1)=O)=O ((2-Oxo-2-thiazolidin-3-yl-ethyl)-carbamic acid tert-butyl ester). RXN SMILES: [S:1]1[CH2:5][CH2:4][NH:3][CH2:2]1.[C:6]([NH:13][CH2:14][C:15](O)=[O:16])([O:8][C:9]([CH3:12])([CH3:11])[CH3:10])=[O:7]>>[C:9]([O:8][C:6](=[O:7])[NH:13][CH2:14][C:15](=[O:16])[N:3]1[CH2:4][CH2:5][S:1][CH2:2]1)([CH3:12])([CH3:10])[CH3:11]. Procedure details: Thiazolidine (85 mmol) and Boc-glycine (57 mmol) were coupled according to Procedure A (0-25° C. reaction temperature, 60 hour reaction time) and the product used without purification. Yield 12.7 g, 90%.